Dataset: the Open Reaction Database (ORD), a public repository of structured organic reaction records. Task: describe an organic reaction: reactants, conditions, products, and yield The reactants are C(C)(C)OC(=O)N[C@@H](C(C)C)C(=O)O (N-isopropoxycarbonyl-L-valine), C1(=CC=C(C=C1)S(=O)(=O)O)C.FC1=CC2=C(N=C(S2)[C@@H](C)N)C=C1 ((R)-1-(6-fluoro-2-benzothiazolyl)ethylamine p-toluenesulfonate), CN1CCOCC1 (N-methylmorpholine), C(OCC(C)C)(=O)Cl (isobutyl chlorocarbonate). Run in C1(=CC=CC=C1)C (toluene), O (water). Run at temperature -5 celsius, time 0.5 hour. Yields the product FC1=CC2=C(N=C(S2)[C@@H](C)NC(=O)[C@H](C(C)C)NC(OC(C)C)=O)C=C1 (isopropyl {(S)-1-[(R)-1-(6-fluorobenzothiazol-2-yl)ethylcarbamoyl]-2-methylpropyl}carbamate). Yield: 132.2%. RXN SMILES: [CH:1]([O:4][C:5]([NH:7][C@H:8]([C:12]([OH:14])=O)[CH:9]([CH3:11])[CH3:10])=[O:6])([CH3:3])[CH3:2].CN1CCOCC1.C(Cl)(=O)OCC(C)C.C1(C)C=CC(S(O)(=O)=O)=CC=1.[F:41][C:42]1[CH:53]=[CH:52][C:45]2[N:46]=[C:47]([C@H:49]([NH2:51])[CH3:50])[S:48][C:44]=2[CH:43]=1>C1(C)C=CC=CC=1.O>[F:41][C:42]1[CH:53]=[CH:52][C:45]2[N:46]=[C:47]([C@H:49]([NH:51][C:12]([C@@H:8]([NH:7][C:5](=[O:6])[O:4][CH:1]([CH3:2])[CH3:3])[CH:9]([CH3:10])[CH3:11])=[O:14])[CH3:50])[S:48][C:44]=2[CH:43]=1 |f:3.4|. Procedure details: In 500 ml of toluene, 18.9 g (0.093 mol) of N-isopropoxycarbonyl-L-valine was dissolved. The solution was cooled to −5° C. Thereto were dropwise added, at −5° C., 23.0 g (0.233 mol) of N-methylmorpholine and 12.7 g (0.093 mol) of isobutyl chlorocarbonate. Thereto was added, at −5° C., 17.4 g (0.047 mol) of (R)-1-(6-fluoro-2-benzothiazolyl)ethylamine p-toluenesulfonate in one portion. The mixture was stirred at the same temperature for 0.5 hour and then at room temperature for 2 hours. To the rea... The reactants are COC(=O)C=1C(=C2C=C(C(N(C2=C(N1)Br)CC1=CC=CC=C1)=O)C1=CC=CC=C1)O (1-benzyl-8-bromo-5-hydroxy-2-oxo-3-phenyl-1,2-dihydro-[1,7]naphthyridine-6-carboxylic acid methyl ester), C(CCC)[Sn](C1=CC=NC=C1)(CCCC)CCCC (4-tributylstannanyl-pyridine), CCOC(=O)C (EtOAc), Cl (HCl). Reagents/catalysts: Cl[Pd]([P](C1=CC=CC=C1)(C2=CC=CC=C2)C3=CC=CC=C3)([P](C4=CC=CC=C4)(C5=CC=CC=C5)C6=CC=CC=C6)Cl (PdCl2(PPh3)2). The solvent is CN(C)C=O (DMF), [Cl-].[Na+].O (brine). Conditions: temperature 120 celsius. The product is COC(=O)C=1C(=C2C=C(C(N(C2=C(N1)C1=CC=NC=C1)CC1=CC=CC=C1)=O)C1=CC=CC=C1)O (1-Benzyl-5-hydroxy-2-oxo-3-phenyl-8-pyridin-4-yl-1,2-dihydro-[1,7]naphthyridine-6-carboxylic acid methyl ester). The yield is 35.3%. RXN SMILES: [CH3:1][O:2][C:3]([C:5]1[C:6]([OH:30])=[C:7]2[C:12](=[C:13](Br)[N:14]=1)[N:11]([CH2:16][C:17]1[CH:22]=[CH:21][CH:20]=[CH:19][CH:18]=1)[C:10](=[O:23])[C:9]([C:24]1[CH:29]=[CH:28][CH:27]=[CH:26][CH:25]=1)=[CH:8]2)=[O:4].C([Sn](CCCC)(CCCC)[C:36]1[CH:41]=[CH:40][N:39]=[CH:38][CH:37]=1)CCC.CCOC(C)=O.Cl>CN(C=O)C.[Cl-].[Na+].O.Cl[Pd](Cl)([P](C1C=CC=CC=1)(C1C=CC=CC=1)C1C=CC=CC=1)[P](C1C=CC=CC=1)(C1C=CC=CC=1)C1C=CC=CC=1>[CH3:1][O:2][C:3]([C:5]1[C:6]([OH:30])=[C:7]2[C:12](=[C:13]([C:36]3[CH:41]=[CH:40][N:39]=[CH:38][CH:37]=3)[N:14]=1)[N:11]([CH2:16][C:17]1[CH:22]=[CH:21][CH:20]=[CH:19][CH:18]=1)[C:10](=[O:23])[C:9]([C:24]1[CH:29]=[CH:28][CH:27]=[CH:26][CH:25]=1)=[CH:8]2)=[O:4] |f:5.6.7,^1:67,86|. Reported procedure: A mixture of 1-benzyl-8-bromo-5-hydroxy-2-oxo-3-phenyl-1,2-dihydro-[1,7]naphthyridine-6-carboxylic acid methyl ester (100 mg, 0.22 mmol), 4-tributylstannanyl-pyridine (119 mg, 0.32 mmol) and PdCl2(PPh3)2 (30 mg, 0.043 mmol) in 5 mL of DMF was heated at 120° C. for 3 h under nitrogen atmosphere. After the mixture was cooled to r.t., EtOAc and brine were added. 1 M HCl was added with stirring until pH was about 3-4. The aqueous layer was extracted with additional EtOAc, and the combined organic la... Reactants: O=C(n1ccnc1)n1ccnc1, CC(C)(Oc1cccc(C2CCCNC2)c1)C(=O)OCc1ccccc1, Cc1ccccc1, CC(C)c1ccc(O)cc1, Cl, O. Product: CC(C)c1ccc(OC(=O)N2CCCC(c3cccc(OC(C)(C)C(=O)OCc4ccccc4)c3)C2)cc1. Reaction SMILES: [C:11](=[O:12])([n:13]1[cH:14][cH:15][n:16][cH:17]1)[n:18]1[cH:19][cH:20][n:21][cH:22]1.[CH2:23]([c:24]1[cH:25][cH:26][cH:27][cH:28][cH:29]1)[O:30][C:31]([C:32]([CH3:33])([O:34][c:35]1[cH:36][c:37]([CH:41]2[CH2:42][NH:43][CH2:44][CH2:45][CH2:46]2)[cH:38][cH:39][cH:40]1)[CH3:47])=[O:48].[CH3:50][c:51]1[cH:52][cH:53][cH:54][cH:55][cH:56]1.[CH:1]([CH3:2])([CH3:3])[c:4]1[cH:5][cH:6][c:7]([OH:10])[cH:8][cH:9]1.[ClH:49].[OH2:57]>>[CH:1]([CH3:2])([CH3:3])[c:4]1[cH:5][cH:6][c:7]([O:10][C:11](=[O:12])[N:43]2[CH2:42][CH:41]([c:37]3[cH:36][c:35]([O:34][C:32]([C:31]([O:30][CH2:23][c:24]4[cH:25][cH:26][cH:27][cH:28][cH:29]4)=[O:48])([CH3:33])[CH3:47])[cH:40][cH:39][cH:38]3)[CH2:46][CH2:45][CH2:44]2)[cH:8][cH:9]1. Reactants: CC(C)(C)c1nc2cc(S(=O)(=O)Cl)ccc2n1CC1CCOCC1, C1CCOC1, [H-], [Na+], O=Cc1cc[nH]c1. Yields the product CC(C)(C)c1nc2cc(S(=O)(=O)n3ccc(C=O)c3)ccc2n1CC1CCOCC1. Reaction SMILES: [C:10]([CH3:11])([CH3:12])([CH3:13])[c:14]1[n:15][c:16]2[c:17]([n:18]1[CH2:19][CH:20]1[CH2:21][CH2:22][O:23][CH2:24][CH2:25]1)[cH:26][cH:27][c:28]([S:30](=[O:31])(=[O:32])[Cl:33])[cH:29]2.[CH2:34]1[O:35][CH2:36][CH2:37][CH2:38]1.[H-:2].[Na+:1].[nH:3]1[cH:4][c:5]([CH:8]=[O:9])[cH:6][cH:7]1>>[n:3]1([S:30]([c:28]2[cH:27][cH:26][c:17]3[c:16]([n:15][c:14]([C:10]([CH3:11])([CH3:12])[CH3:13])[n:18]3[CH2:19][CH:20]3[CH2:21][CH2:22][O:23][CH2:24][CH2:25]3)[cH:29]2)(=[O:31])=[O:32])[cH:4][c:5]([CH:8]=[O:9])[cH:6][cH:7]1.